Dataset: the Open Reaction Database (ORD), a public repository of structured organic reaction records. Task: describe an organic reaction: reactants, conditions, products, and yield Starting materials: BrC=1C=C(C(=O)OC)C=CC1 (methyl 3-bromobenzoate), C(CCC)[Sn](CCCC)CCCC (tributyltin), O (H2O), tetrakis(triphenylphoshine) palladium(0). The solvent is CN(C)C=O (DMF). Reaction conditions: temperature 80 celsius, time 8 hour. Product: C(C=C)C=1C=C(C(=O)OC)C=CC1 (methyl 3-allylbenzoate). Reaction SMILES: Br[C:2]1[CH:3]=[C:4]([CH:9]=[CH:10][CH:11]=1)[C:5]([O:7][CH3:8])=[O:6].[CH2:12]([Sn](CCCC)CCCC)[CH2:13][CH2:14]C.O>CN(C=O)C>[CH2:14]([C:2]1[CH:3]=[C:4]([CH:9]=[CH:10][CH:11]=1)[C:5]([O:7][CH3:8])=[O:6])[CH:13]=[CH2:12] |^1:12|. Reported procedure: To a solution of methyl 3-bromobenzoate (10.0 g, 46.5 mmol) in DMF (50 mL) was added ally tributyltin (23.1 g, 69.8 mmol) followed by tetrakis(triphenylphoshine) palladium(0) (1.08 g, 0.93 mmol). After stirring 80° C. overnight the reaction mixture was poured into H2O (500 mL), extracted with ethyl acetate (three times), dried over MgSO4 and concentrated under vacuum to afford the desired product. Starting materials: Cl.COC(=O)CCNC(C1=CC(=C(C=C1)NCCCN1CCSCC1)[N+](=O)[O-])=O (3-nitro-4-(3-thiomorpholino-propylamino)-benzoic acid-[N-(2-methoxycarbonyl-ethyl)-amide]-hydrochloride), C(C)(=O)OCC.C(C)O (ethyl acetate ethanol). Product: COC(=O)CCNC(C1=CC(=C(C=C1)NCCCCCCCCCCCCCC)[N+](=O)[O-])=O (3-nitro-4-n-tetradecylamino-benzoic acid-[N-(2-methoxycarbonyl-ethyl)-amide]). As a reaction SMILES: Cl.[CH3:2][O:3][C:4]([CH2:6][CH2:7][NH:8][C:9](=[O:29])[C:10]1[CH:15]=[CH:14][C:13]([NH:16][CH2:17][CH2:18][CH2:19]N2CCSCC2)=[C:12]([N+:26]([O-:28])=[O:27])[CH:11]=1)=[O:5].C(O[CH2:34][CH3:35])(=O)C.[CH2:36](O)[CH3:37]>>[CH3:2][O:3][C:4]([CH2:6][CH2:7][NH:8][C:9](=[O:29])[C:10]1[CH:15]=[CH:14][C:13]([NH:16][CH2:17][CH2:18][CH2:19][CH2:9][CH2:10][CH2:11][CH2:12][CH2:13][CH2:14][CH2:15][CH2:36][CH2:37][CH2:34][CH3:35])=[C:12]([N+:26]([O-:28])=[O:27])[CH:11]=1)=[O:5] |f:0.1,2.3|. Procedure details: The same procedure is used as in (1). Rf value: 0.78 (silica gel; ethyl acetate/ethanol=50:2) Starting materials: C(C1=CC=CC=C1)OC1=CC=C(NC=2C3=C(N=CN2)C=NC(=C3)Cl)C=C1 (4-(4-benzyloxyanilino)-6-chloropyrido[3,4-d]pyrimidine), C(CCC)[Sn](C=1OC=CC1)(CCCC)CCCC (2-(tri-n-butylstannyl)furan). Product: C(C1=CC=CC=C1)OC1=CC=C(NC=2C3=C(N=CN2)C=NC(=C3)C=3OC=CC3)C=C1 (4-(4-Benzyloxyanilino)-6-(furan-2-yl)pyrido[3,4-d]pyrimidine). Reaction SMILES: [CH2:1]([O:8][C:9]1[CH:26]=[CH:25][C:12]([NH:13][C:14]2[C:15]3[CH:23]=[C:22](Cl)[N:21]=[CH:20][C:16]=3[N:17]=[CH:18][N:19]=2)=[CH:11][CH:10]=1)[C:2]1[CH:7]=[CH:6][CH:5]=[CH:4][CH:3]=1.C([Sn](CCCC)(CCCC)[C:32]1[O:33][CH:34]=[CH:35][CH:36]=1)CCC>>[CH2:1]([O:8][C:9]1[CH:26]=[CH:25][C:12]([NH:13][C:14]2[C:15]3[CH:23]=[C:22]([C:32]4[O:33][CH:34]=[CH:35][CH:36]=4)[N:21]=[CH:20][C:16]=3[N:17]=[CH:18][N:19]=2)=[CH:11][CH:10]=1)[C:2]1[CH:7]=[CH:6][CH:5]=[CH:4][CH:3]=1. Reported procedure: Prepared according to Procedure B from 4-(4-benzyloxyanilino)-6-chloropyrido[3,4-d]pyrimidine and 2-(tri-n-butylstannyl)furan (Aldrich); δH [2H6]-DMSO 9.08 (1H,s), 8.70 (1H,s), 8.55 (1H,s), 7.90 (1H,d), 7.69 (2H, d), 7.40 (5H,m), 7.10 (1H,d), 7.03 (2H,d), 6.69 (1H,m), 5.10 (2H,s); m/z (M+1)+395.